Dataset: the Open Reaction Database (ORD), a public repository of structured organic reaction records. Task: describe an organic reaction: reactants, conditions, products, and yield Reactants: C1(CC1)C=1N=C2N(C=C(C=C2)I)C1 (2-cyclopropyl-6-iodoimidazo[1,2-a]pyridine), C(C)(=O)[O-].[Na+] (sodium acetate), C=O (formaldehyde). Solvent: CC(=O)O (AcOH). Conditions: temperature 50 celsius. Product: C1(CC1)C=1N=C2N(C=C(C=C2)I)C1CO ((2-Cyclopropyl-6-iodoimidazo[1,2-a]pyridin-3-yl)methanol). As a reaction SMILES: [CH:1]1([C:4]2[N:5]=[C:6]3[CH:11]=[CH:10][C:9]([I:12])=[CH:8][N:7]3[CH:13]=2)[CH2:3][CH2:2]1.[C:14]([O-])(=[O:16])C.[Na+].C=O>CC(O)=O>[CH:1]1([C:4]2[N:5]=[C:6]3[CH:11]=[CH:10][C:9]([I:12])=[CH:8][N:7]3[C:13]=2[CH2:14][OH:16])[CH2:3][CH2:2]1 |f:1.2|. Procedure details: To a solution of 2-cyclopropyl-6-iodoimidazo[1,2-a]pyridine (1.5 g) in AcOH (20 ml) were added sodium acetate (2.39 g) and 40% aqueous formaldehyde solution (4 ml), and the mixture was heated at 50° C. for 6 h. The reaction mixture was then cooled to room temperature, and concentrated in vacuo. Starting materials: solution, COC(=O)C1=CC2=CC(=CC=C2C=C1)C(CC)(O)CC (7-(1-ethyl-1-hydroxypropyl)naphthalene-2-carboxylic acid methyl ester), C1(=CC=CC=C1O)C (o-cresol), B(F)(F)F.O(CC)CC (BF3 OEt2). Reaction conditions: time 1 hour. Procedure details: Cool a CH2CL2 (20 mL) solution of 7-(1-ethyl-1-hydroxypropyl)naphthalene-2-carboxylic acid methyl ester (0.73 g, 2.68 mmol) and o-cresol (1.54 mL, 15.0 mmol) to −78° C.; then dropwise add BF3-OEt2 (0.76 mL, 6.0 mmol). Allow the reaction mixture to warm to RT and stir for 1 h. Quench the reaction with ice water. Dilute the resulting mixture with EtOAc (200 mL). Wash the mixture with brine, dry the organic layer over Na2SO4, filter and concentrate the filtrate. Purify by silica gel radial chromato... Reaction SMILES: [CH3:1][O:2][C:3]([C:5]1[CH:14]=[CH:13][C:12]2[C:7](=[CH:8][C:9]([C:15]([CH2:19][CH3:20])(O)[CH2:16][CH3:17])=[CH:10][CH:11]=2)[CH:6]=1)=[O:4].[C:21]1([CH3:28])[C:26]([OH:27])=[CH:25][CH:24]=[CH:23][CH:22]=1.B(F)(F)F.O(CC)CC>CCOC(C)=O>[CH3:1][O:2][C:3]([C:5]1[CH:14]=[CH:13][C:12]2[C:7](=[CH:8][C:9]([C:15]([CH2:19][CH3:20])([C:23]3[CH:24]=[CH:25][C:26]([OH:27])=[C:21]([CH3:28])[CH:22]=3)[CH2:16][CH3:17])=[CH:10][CH:11]=2)[CH:6]=1)=[O:4] |f:2.3|. Yield: 95.7%. Solvent: CCOC(=O)C (EtOAc). Product: COC(=O)C1=CC2=CC(=CC=C2C=C1)C(CC)(C1=CC(=C(C=C1)O)C)CC (7-[1-Ethyl-1-(4-hydroxy-3-methylphenyl)propyl]naphthalene-2-carboxylic acid methyl ester). The reactants are CC1=NN=C(O1)C=1C=CC2=C(C(=CO2)C2=CC=C(C=C2)O)C1 (4-[5-(5-methyl-1,3,4-oxadiazol-2-yl)-1-benzofuran-3-yl]phenol), ClCCSC (1-chloro-2-(methylthio)ethane), [I-].[Na+] (sodium iodide), C([O-])([O-])=O.[K+].[K+] (potassium carbonate). Run in CN(C=O)C (N,N-dimethylformamide), C(C)(=O)OCC (ethyl acetate). Reaction conditions: temperature 90 celsius, time 8 hour. Product: CC=1OC(=NN1)C=1C=CC2=C(C(=CO2)C2=CC=C(C=C2)OCCSC)C1 (2-methyl-5-[3-[4-[2-(methylthio)ethoxy]phenyl]-1-benzofuran-5-yl]-1,3,4-oxadiazole). The yield is 52.0%. RXN SMILES: [CH3:1][C:2]1[O:6][C:5]([C:7]2[CH:8]=[CH:9][C:10]3[O:14][CH:13]=[C:12]([C:15]4[CH:20]=[CH:19][C:18]([OH:21])=[CH:17][CH:16]=4)[C:11]=3[CH:22]=2)=[N:4][N:3]=1.Cl[CH2:24][CH2:25][S:26][CH3:27].[I-].[Na+].C(=O)([O-])[O-].[K+].[K+]>CN(C)C=O.C(OCC)(=O)C>[CH3:1][C:2]1[O:6][C:5]([C:7]2[CH:8]=[CH:9][C:10]3[O:14][CH:13]=[C:12]([C:15]4[CH:16]=[CH:17][C:18]([O:21][CH2:24][CH2:25][S:26][CH3:27])=[CH:19][CH:20]=4)[C:11]=3[CH:22]=2)=[N:4][N:3]=1 |f:2.3,4.5.6|. Procedure details: A suspension of 4-[5-(5-methyl-1,3,4-oxadiazol-2-yl)-1-benzofuran-3-yl]phenol (693 mg, 2.37 mmol), 1-chloro-2-(methylthio)ethane (1.18 mL, 11.9 mmol), sodium iodide (355 mg, 2.37 mmol) and potassium carbonate (1.64 g, 11.9 mmol) in N,N-dimethylformamide (10 mL) was stirred at 90° C. overnight. The reaction mixture was diluted with ethyl acetate, washed with water and saturated brine, dried over anhydrous magnesium sulfate and concentrated under reduced pressure. The residue was purified by basic... Reactants: C1(=CC=CC=C1)CCC(=O)OC (methyl 3-phenylpropionate), [Cl-].[Al+3].[Cl-].[Cl-] (aluminium chloride), ice water, C1(=CC=CC=C1)CC(=O)Cl (phenylacetyl chloride). The solvent is C(=S)=S (carbon disulfide). Conditions: time 6 hour. Product: C1(=CC=CC=C1)CC(=O)C1=CC=C(C=C1)CCC(=O)OC (Methyl 3-[4-(Phenylacetyl)phenyl]propionate). The yield is 61.2%. As a reaction SMILES: [C:1]1([CH2:7][CH2:8][C:9]([O:11][CH3:12])=[O:10])[CH:6]=[CH:5][CH:4]=[CH:3][CH:2]=1.[Cl-].[Al+3].[Cl-].[Cl-].[C:17]1([CH2:23][C:24](Cl)=[O:25])[CH:22]=[CH:21][CH:20]=[CH:19][CH:18]=1>C(=S)=S>[C:17]1([CH2:23][C:24]([C:4]2[CH:5]=[CH:6][C:1]([CH2:7][CH2:8][C:9]([O:11][CH3:12])=[O:10])=[CH:2][CH:3]=2)=[O:25])[CH:22]=[CH:21][CH:20]=[CH:19][CH:18]=1 |f:1.2.3.4|. Procedure details: To a solution of 1.00 g of methyl 3-phenylpropionate in 6 ml of carbon disulfide, 1.62 g of anhydrous aluminium chloride was added under ice-cooling, and then 0.94 g of phenylacetyl chloride was added dropwise and stirring was continued at room temperature for 6 hours. The reaction mixture was poured into ice-water and extracted with methylene chloride. The methylene chloride layer was washed successively with water, aqueous potassium carbonate solution and water, dried, and then the solvent was... The reactants are FC=1C=CC(=C(C1)C1=C2C(=NC=C1)N(C=C2CO)COCC[Si](C)(C)C)OC ((4-(5-fluoro-2-methoxyphenyl)-1-((2-(trimethylsilyl)ethoxy)methyl)-1H-pyrrolo[2,3-b]pyridin-3-yl)methanol), C(C)[S-].[Na+] (sodium ethanethiolate), C(CC(O)(C(=O)O)CC(=O)O)(=O)O (citric acid). The solvent is [Cl-].[Na+].O (brine), CN1CCCC1 (N-methylpyrrolidine). The product is FC1=CC(=C(C=C1)O)C1=C2C(=NC=C1)N(C=C2CO)COCC[Si](C)(C)C (4-fluoro-2-(3-(hydroxymethyl)-1-((2-(trimethylsilyl)ethoxy)methyl)-1H-pyrrolo[2,3-b]pyridin-4-yl)phenol). RXN SMILES: [F:1][C:2]1[CH:3]=[CH:4][C:5]([O:27]C)=[C:6]([C:8]2[CH:13]=[CH:12][N:11]=[C:10]3[N:14]([CH2:19][O:20][CH2:21][CH2:22][Si:23]([CH3:26])([CH3:25])[CH3:24])[CH:15]=[C:16]([CH2:17][OH:18])[C:9]=23)[CH:7]=1.C([S-])C.[Na+].C(O)(=O)CC(CC(O)=O)(C(O)=O)O>CN1CCCC1.[Cl-].[Na+].O>[F:1][C:2]1[CH:3]=[CH:4][C:5]([OH:27])=[C:6]([C:8]2[CH:13]=[CH:12][N:11]=[C:10]3[N:14]([CH2:19][O:20][CH2:21][CH2:22][Si:23]([CH3:26])([CH3:25])[CH3:24])[CH:15]=[C:16]([CH2:17][OH:18])[C:9]=23)[CH:7]=1 |f:1.2,5.6.7|. Reported procedure: A mixture of Example 14E (920.0 mg, 2.286 mmol) and sodium ethanethiolate (641 mg, 6.86 mmol) in N-methylpyrrolidine (40 mL) was stirred at 120° C. for 3 hours. The mixture was treated with brine, acidified to pH 4-5 with 5% citric acid, and extracted with ethyl acetate (twice). The combined organic layers were washed with brine, dried over magnesium sulfate, filtered, concentrated, and purified on silica using the ISCO Companion flash system eluting with heptanes/ethyl acetate (5:5 to 4:6) to p... Starting materials: [OH-].[Na+] (sodium hydroxide), ethyl ester, O1CCCC1 (tetrahydrofuran), O=C1OC(CN1C1CCN(CC1)C1=CC=NC=C1)CCN1CCC(CC1)C(=O)O (1-{2-[2-Oxo-3-(3,4,5,6-tetrahydro-2H-[1,4']bipyridinyl-4-yl)-oxazolidin-5-yl]-ethyl}-piperidine-4-carboxylic acid), O (water). Conditions: time 1 hour. Product: O=C1O[C@H](CN1C1CCN(CC1)C1=CC=NC=C1)CN1CCC(CC1)C(=O)O (1-[(5S)-2-oxo-3-(3,4,5,6-tetrahydro-2H-[1,4']bipyridinyl-4-yl)-oxazolidin-5-ylmethyl]-piperidine-4-carboxylic acid). Reaction SMILES: [OH2:1].[O:2]=[C:3]1[N:7]([CH:8]2[CH2:13][CH2:12][N:11]([C:14]3[CH:19]=[CH:18][N:17]=[CH:16][CH:15]=3)[CH2:10][CH2:9]2)[CH2:6][CH:5](CCN2CCC(C(O)=O)CC2)[O:4]1.[OH-].[Na+].[O:33]1[CH2:37][CH2:36][CH2:35][CH2:34]1>>[O:2]=[C:3]1[N:7]([CH:8]2[CH2:13][CH2:12][N:11]([C:14]3[CH:19]=[CH:18][N:17]=[CH:16][CH:15]=3)[CH2:10][CH2:9]2)[CH2:6][C@H:5]([CH2:3][N:7]2[CH2:6][CH2:5][CH:36]([C:37]([OH:33])=[O:1])[CH2:35][CH2:34]2)[O:4]1 |f:2.3|. Reported procedure: A solution of 230 mg of the ethyl ester prepared in e) in 2 ml tetrahydrofuran and 1 ml water is admixed with 0.7 ml 1 n sodium hydroxide solution and stirred for 1 h at room temperature. Subsequently the tetrahydrofuran is removed in a vacuum and the product is purified by means of an ion exchanger (Dowex 50, H form). 120 mg of the title compound is obtained in this way as a white powder. FAB=388; 1H-NMR (d6 -DMSO) δ=8.15 ppm (d, 2H); 6.82 (d, 2H); 4.60 (m, 1H); 4.02 (broad d, 2H); 3.75 (m, 1H)... Reactants: Cl (hydrochloric acid), O[C@@H]1[C@]2(C)[C@@]3([C@H](C1)C3)[C@@H]3CCC14C(C(CC[C@]1(C)[C@H]3CC2)=O)O4 (17β-hydroxy-4,5-epoxy-14α,15α-methylene-androstan-3-one), C([O-])([O-])=O.[Na+].[Na+] (sodium carbonate). The solvent is CC(=O)C (acetone). Reaction conditions: time 24 hour. Product: ClC1=C2CC[C@H]3[C@]45[C@H](C[C@@H]([C@@]4(C)CC[C@@H]3[C@]2(CCC1=O)C)O)C5 (4-chloro-17β-hydroxy-14α,15α-methylene-androst-4-ene-3-one). Reaction SMILES: [OH:1][C@H:2]1[CH2:7][C@@H:6]2[CH2:8][C@:5]32[C@H:9]2[C@H:19]([CH2:20][CH2:21][C@:3]13[CH3:4])[C@:17]1([CH3:18])[C:12]3(O[CH:13]3[C:14](=[O:22])[CH2:15][CH2:16]1)[CH2:11][CH2:10]2.[ClH:24].C(=O)([O-])[O-].[Na+].[Na+]>CC(C)=O>[Cl:24][C:13]1[C:14](=[O:22])[CH2:15][CH2:16][C@@:17]2([CH3:18])[C:12]=1[CH2:11][CH2:10][C@@H:9]1[C@@H:19]2[CH2:20][CH2:21][C@@:3]2([CH3:4])[C@@:5]31[CH2:8][C@H:6]3[CH2:7][C@@H:2]2[OH:1] |f:2.3.4|. Procedure: 17β-hydroxy-4,5-epoxy-14α,15α-methylene-androstan-3-one (1.5 g) is dissolved in 150 mL of acetone and treated at 0° C. with 5.5 mL of concentrated hydrochloric acid. After 24 hours at 0° C., the reaction mixture is neutralized with sodium carbonate solution and the acetone is evaporated. The residue is extracted with dichloromethane. The organic extracts are dried and concentrated. After crystallization from ethanol, 4-chloro-17β-hydroxy-14α,15α-methylene-androst-4-ene-3-one is obtained.